This data is from the Open Reaction Database (ORD), a public repository of structured organic reaction records. The task is: describe an organic reaction: reactants, conditions, products, and yield Starting materials: CC1=CC2(OCCO2)C1(O)c1ccc(I)cc1, C1CCOC1, O, O=S(=O)(O)O. The product is CC1=CC(=O)C1(O)c1ccc(I)cc1. RXN SMILES: [CH2:1]1[O:2][C:4]2([O:3][CH2:17]1)[CH:5]=[C:6]([CH3:16])[C:7]2([c:8]1[cH:9][cH:10][c:11]([I:14])[cH:12][cH:13]1)[OH:15].[CH2:23]1[O:24][CH2:25][CH2:26][CH2:27]1.[OH2:28].[S:18](=[O:19])(=[O:20])([OH:21])[OH:22]>>[O:3]=[C:4]1[CH:5]=[C:6]([CH3:16])[C:7]1([c:8]1[cH:9][cH:10][c:11]([I:14])[cH:12][cH:13]1)[OH:15]. The reactants are CCO, COC(=O)c1ccc(COc2ccc(O)c(C=O)c2)cc1, [Na+], [OH-], O. Product: O=Cc1cc(OCc2ccc(C(=O)O)cc2)ccc1O. RXN SMILES: [CH3:22][CH2:23][OH:24].[CH:1](=[O:2])[c:3]1[cH:4][c:5]([O:6][CH2:7][c:8]2[cH:9][cH:10][c:11]([C:12](=[O:13])[O:14][CH3:15])[cH:16][cH:17]2)[cH:18][cH:19][c:20]1[OH:21].[Na+:26].[OH-:25].[OH2:27]>>[CH:1](=[O:2])[c:3]1[cH:4][c:5]([O:6][CH2:7][c:8]2[cH:9][cH:10][c:11]([C:12](=[O:13])[OH:14])[cH:16][cH:17]2)[cH:18][cH:19][c:20]1[OH:21]. The reactants are CC(=O)OC(C)=O, CN(C)c1ccncc1, Cc1cc(F)ccc1C1C(OC(C)c2cc(C(F)(F)F)cc(C(F)(F)F)c2)OCC2CNCC21, c1ccncc1. Yields the product CC(=O)N1CC2COC(OC(C)c3cc(C(F)(F)F)cc(C(F)(F)F)c3)C(c3ccc(F)cc3C)C2C1. RXN SMILES: [CH3:35][C:36](=[O:37])[O:38][C:39](=[O:40])[CH3:41].[CH3:42][N:43]([c:44]1[cH:45][cH:46][n:47][cH:48][cH:49]1)[CH3:50].[F:1][C:2]([c:3]1[cH:4][c:5]([CH:13]([CH3:14])[O:15][CH:16]2[CH:17]([c:25]3[c:26]([CH3:32])[cH:27][c:28]([F:31])[cH:29][cH:30]3)[CH:18]3[CH:19]([CH2:20][NH:21][CH2:22]3)[CH2:23][O:24]2)[cH:6][c:7]([C:9]([F:10])([F:11])[F:12])[cH:8]1)([F:33])[F:34].[cH:51]1[cH:52][cH:53][n:54][cH:55][cH:56]1>>[F:1][C:2]([c:3]1[cH:4][c:5]([CH:13]([CH3:14])[O:15][CH:16]2[CH:17]([c:25]3[c:26]([CH3:32])[cH:27][c:28]([F:31])[cH:29][cH:30]3)[CH:18]3[CH:19]([CH2:20][N:21]([C:36]([CH3:35])=[O:37])[CH2:22]3)[CH2:23][O:24]2)[cH:6][c:7]([C:9]([F:10])([F:11])[F:12])[cH:8]1)([F:33])[F:34]. Run in N1=CC=CC=C1 (pyridine). Procedure details: A mixture of 9.0 g (30 mmol) of 8-chloro-7-fluoro-5-oxo-1,2-dihydro-5H-thiazolo[3,2-a]quinoline-4-carboxylic acid, 8.37 g (45 mmol) of 3-(t-butoxycarbonylamino)pyrrolidine and 100 ml of pyridine is heated at reflux for 18 hours. The solvent is removed in vacuo and the residue triturated with water. The solid which forms is removed by filtration, washed with water and dried in vacuo to give 7-fluoro-8-[3(-t-butoxycarbonylamino)-1-pyrrolidinyl]-5-oxo-1,2-dihydro-5H-thiazolo[3,2-a]quinoline-4-carbo... The reactants are ClC1=C(C=C2C(C(=C3N(C2=C1)CCS3)C(=O)O)=O)F (8-chloro-7-fluoro-5-oxo-1,2-dihydro-5H-thiazolo[3,2-a]quinoline-4-carboxylic acid), C(C)(C)(C)OC(=O)NC1CNCC1 (3-(t-butoxycarbonylamino)pyrrolidine). As a reaction SMILES: Cl[C:2]1[CH:11]=[C:10]2[C:5]([C:6](=[O:18])[C:7]([C:15]([OH:17])=[O:16])=[C:8]3[S:14][CH2:13][CH2:12][N:9]32)=[CH:4][C:3]=1[F:19].[C:20]([O:24][C:25]([NH:27][CH:28]1[CH2:32][CH2:31][NH:30][CH2:29]1)=[O:26])([CH3:23])([CH3:22])[CH3:21]>N1C=CC=CC=1>[F:19][C:3]1[CH:4]=[C:5]2[C:10](=[CH:11][C:2]=1[N:30]1[CH2:31][CH2:32][CH:28]([NH:27][C:25]([O:24][C:20]([CH3:23])([CH3:22])[CH3:21])=[O:26])[CH2:29]1)[N:9]1[CH2:12][CH2:13][S:14][C:8]1=[C:7]([C:15]([OH:17])=[O:16])[C:6]2=[O:18]. Product: FC=1C=C2C(C(=C3N(C2=CC1N1CC(CC1)NC(=O)OC(C)(C)C)CCS3)C(=O)O)=O (7-fluoro-8-[3(-t-butoxycarbonylamino)-1-pyrrolidinyl]-5-oxo-1,2-dihydro-5H-thiazolo[3,2-a]quinoline-4-carboxylic acid). Starting materials: CCOC(=O)C(CC1C=CC(NC(=O)OC(C)(C)C)C1)C(=O)OCC, CCO, [K+], [OH-]. Yields the product CCOC(=O)C(CC1C=CC(NC(=O)OC(C)(C)C)C1)C(=O)O. Reaction SMILES: [CH2:3]([CH3:4])[O:5][C:6]([CH:7]([C:8](=[O:9])[O:10][CH2:11][CH3:12])[CH2:13][CH:14]1[CH:15]=[CH:16][CH:17]([NH:19][C:20](=[O:21])[O:22][C:23]([CH3:24])([CH3:25])[CH3:26])[CH2:18]1)=[O:27].[CH3:28][CH2:29][OH:30].[K+:2].[OH-:1]>>[CH2:3]([CH3:4])[O:5][C:6]([CH:7]([C:8](=[O:9])[OH:10])[CH2:13][CH:14]1[CH:15]=[CH:16][CH:17]([NH:19][C:20](=[O:21])[O:22][C:23]([CH3:24])([CH3:25])[CH3:26])[CH2:18]1)=[O:27].